From a dataset of the Open Reaction Database (ORD), a public repository of structured organic reaction records. describe an organic reaction: reactants, conditions, products, and yield The reactants are [Al+3], CCOCC, NC(=O)CCCc1ccc(Cl)cc1, [H-], [H-], [H-], [H-], [Li+], C1CCOC1. The product is NCCCCc1ccc(Cl)cc1. As a reaction SMILES: [Al+3:2].[CH3:20][CH2:21][O:22][CH2:23][CH3:24].[Cl:7][c:8]1[cH:9][cH:10][c:11]([CH2:14][CH2:15][CH2:16][C:17](=[O:18])[NH2:19])[cH:12][cH:13]1.[H-:1].[H-:4].[H-:5].[H-:6].[Li+:3].[O:25]1[CH2:26][CH2:27][CH2:28][CH2:29]1>>[Cl:7][c:8]1[cH:9][cH:10][c:11]([CH2:14][CH2:15][CH2:16][CH2:17][NH2:19])[cH:12][cH:13]1.